Dataset: the Open Reaction Database (ORD), a public repository of structured organic reaction records. Task: describe an organic reaction: reactants, conditions, products, and yield Starting materials: ClC=1C=C(C=C(C1)Cl)C1=CC=C(O1)C(=O)O (5-(3,5-Dichloro-phenyl)-furan-2-carboxylic acid), C(C)OC(CCC1=CC(=CC=C1)N)=O (3-(3-Amino-phenyl)-propionic acid ethyl ester). Yields the product C(C)OC(CCC1=CC(=CC=C1)NC(=O)C=1OC(=CC1)C1=CC(=CC=C1)Cl)=O (3-(3-{[5-(3-Chloro-phenyl)-furan-2-carbonyl]-amino}-phenyl)-propionic acid ethyl ester). Reaction SMILES: Cl[C:2]1[CH:3]=[C:4]([C:9]2[O:13][C:12]([C:14]([OH:16])=O)=[CH:11][CH:10]=2)[CH:5]=[C:6]([Cl:8])[CH:7]=1.[CH2:17]([O:19][C:20](=[O:30])[CH2:21][CH2:22][C:23]1[CH:28]=[CH:27][CH:26]=[C:25]([NH2:29])[CH:24]=1)[CH3:18]>>[CH2:17]([O:19][C:20](=[O:30])[CH2:21][CH2:22][C:23]1[CH:28]=[CH:27][CH:26]=[C:25]([NH:29][C:14]([C:12]2[O:13][C:9]([C:4]3[CH:3]=[CH:2][CH:7]=[C:6]([Cl:8])[CH:5]=3)=[CH:10][CH:11]=2)=[O:16])[CH:24]=1)[CH3:18]. Reported procedure: Carboxylic acid (67) (58 mg, 0.26 mmol) was coupled to aniline (124) (50 mg, 0.26 mmol) using Method C. The residue was purified by column chromatography eluting with 10% EtOAc in heptane to give the title compound. Reactants: CCO, FC(F)(F)c1nc2c(Cl)nccc2[nH]1, NN. The product is NNc1nccc2[nH]c(C(F)(F)F)nc12. As a reaction SMILES: [CH3:17][CH2:18][OH:19].[Cl:1][c:2]1[n:3][cH:4][cH:5][c:6]2[c:7]1[n:8][c:9]([C:11]([F:12])([F:13])[F:14])[nH:10]2.[NH2:15][NH2:16]>>[c:2]1([NH:15][NH2:16])[n:3][cH:4][cH:5][c:6]2[c:7]1[n:8][c:9]([C:11]([F:12])([F:13])[F:14])[nH:10]2. Starting materials: ClC1=CC=CC=2N1N=C(C2C=O)C2=CC=C(C=C2)F (7-chloro-2-(4-fluorophenyl)pyrazolo[1,5-α]pyridine-3-carbaldehyde), resultant solution, C([O-])(O)=O.[Na+] (sodium bicarbonate), C(#CC)[Mg]Br (1-propynyl magnesium bromide). Solvent: O1CCCC1 (tetrahydrofuran). Run at temperature -78 celsius, time 1 hour. Product: ClC1=CC=CC=2N1N=C(C2C(C#CC)O)C2=CC=C(C=C2)F (1-[7-chloro-2-(4-fluorophenyl)pyrazolo[1,5-α]pyridin-3-yl]-2-butyn-1-ol). The yield is 75.5%. As a reaction SMILES: [Cl:1][C:2]1[N:7]2[N:8]=[C:9]([C:13]3[CH:18]=[CH:17][C:16]([F:19])=[CH:15][CH:14]=3)[C:10]([CH:11]=[O:12])=[C:6]2[CH:5]=[CH:4][CH:3]=1.[C:20]([Mg]Br)#[C:21][CH3:22].C(=O)(O)[O-].[Na+]>O1CCCC1>[Cl:1][C:2]1[N:7]2[N:8]=[C:9]([C:13]3[CH:18]=[CH:17][C:16]([F:19])=[CH:15][CH:14]=3)[C:10]([CH:11]([OH:12])[C:20]#[C:21][CH3:22])=[C:6]2[CH:5]=[CH:4][CH:3]=1 |f:2.3|. Procedure details: To a cold (−78° C.) suspension of 7-chloro-2-(4-fluorophenyl)pyrazolo[1,5-α]pyridine-3-carbaldehyde (1.50 g, 5.47 mmol) in tetrahydrofuran (10 mL) was added 1-propynyl magnesium bromide (12.0 mL, 0.5 M in tetrahydrofuran, 6.02 mmol) dropwise. The reaction mixture was stirred at −78° C. for 1 hour, then at 0° C. for 2 hours. The resultant solution was poured into saturated aqueous sodium bicarbonate and extracted with ethyl acetate. The organic layer was washed with water and brine and the combin... The product is COc1nc(Oc2ccc(S(C)(=O)=O)cc2)c2cnn(C3CCN(C(=O)OC(C)(C)C)CC3)c2n1. The reactants are COc1nc(Cl)c2cnn(C3CCN(C(=O)OC(C)(C)C)CC3)c2n1, CS(=O)(=O)c1ccc(O)cc1, CN(C)C=O, [Cl-], [H-], [NH4+], [Na+]. Reaction SMILES: [C:14]([CH3:15])([CH3:16])([CH3:17])[O:18][C:19](=[O:20])[N:21]1[CH2:22][CH2:23][CH:24]([n:27]2[n:28][cH:29][c:30]3[c:31]2[n:32][c:33]([O:37][CH3:38])[n:34][c:35]3[Cl:36])[CH2:25][CH2:26]1.[CH3:3][S:4](=[O:5])(=[O:6])[c:7]1[cH:8][cH:9][c:10]([OH:13])[cH:11][cH:12]1.[CH3:41][N:42]([CH3:43])[CH:44]=[O:45].[Cl-:39].[H-:1].[NH4+:40].[Na+:2]>>[CH3:3][S:4](=[O:5])(=[O:6])[c:7]1[cH:8][cH:9][c:10]([O:13][c:35]2[c:30]3[cH:29][n:28][n:27]([CH:24]4[CH2:23][CH2:22][N:21]([C:19]([O:18][C:14]([CH3:15])([CH3:16])[CH3:17])=[O:20])[CH2:26][CH2:25]4)[c:31]3[n:32][c:33]([O:37][CH3:38])[n:34]2)[cH:11][cH:12]1. Product: C(C)(C)(C)OC(=O)NN=CC(C)C (N′-[2-Methyl-propylidene]-hydrazinecarboxylic acid tert-butyl ester). Starting materials: C(C(C)C)=O (isobutyraldehyde), C(C)(C)(C)OC(NN)=O (tert-butylcarbazate). As a reaction SMILES: [CH:1](=O)[CH:2]([CH3:4])[CH3:3].[C:6]([O:10][C:11](=[O:14])[NH:12][NH2:13])([CH3:9])([CH3:8])[CH3:7]>>[C:6]([O:10][C:11]([NH:12][N:13]=[CH:1][CH:2]([CH3:4])[CH3:3])=[O:14])([CH3:9])([CH3:8])[CH3:7]. Procedure details: B-21a is prepared analogously to B-19a starting from isobutyraldehyde (1.26 mL, 13.9 mmol) and tert-butylcarbazate (1.83 g, 13.9 mmol). Yield: 2.56 g. Reactants: C(C)(=O)OC(C)=O (acetic anhydride), ClC1=CC=C(C=C1)C=1C=CC(=NC1)C#CC=1C=CC(=C(C1)N)OCCN1CCCC1 (5-[5-(4-chloro-phenyl)-pyridin-2-ylethynyl]-2-(2-pyrrolidin-1-yl-ethoxy)-phenylamine). Solvent: C(Cl)Cl (DCM). Run at time 8 hour. Yields the product ClC1=CC=C(C=C1)C=1C=CC(=NC1)C#CC=1C=CC(=C(C1)NC(C)=O)OCCN1CCCC1 (N-[5-[5-(4-chloro-phenyl)-pyridin-2-ylethynyl]-2-(2-pyrrolidin-1-yl-ethoxy)-phenyl]-acetamide). Reaction SMILES: [C:1](OC(=O)C)(=[O:3])[CH3:2].[Cl:8][C:9]1[CH:14]=[CH:13][C:12]([C:15]2[CH:16]=[CH:17][C:18]([C:21]#[C:22][C:23]3[CH:24]=[CH:25][C:26]([O:30][CH2:31][CH2:32][N:33]4[CH2:37][CH2:36][CH2:35][CH2:34]4)=[C:27]([NH2:29])[CH:28]=3)=[N:19][CH:20]=2)=[CH:11][CH:10]=1>C(Cl)Cl>[Cl:8][C:9]1[CH:14]=[CH:13][C:12]([C:15]2[CH:16]=[CH:17][C:18]([C:21]#[C:22][C:23]3[CH:24]=[CH:25][C:26]([O:30][CH2:31][CH2:32][N:33]4[CH2:34][CH2:35][CH2:36][CH2:37]4)=[C:27]([NH:29][C:1](=[O:3])[CH3:2])[CH:28]=3)=[N:19][CH:20]=2)=[CH:11][CH:10]=1. Procedure details: 16 μL (170 μmol) acetic anhydride are added to a solution of 35 mg (84 μmol) 5-[5-(4-chloro-phenyl)-pyridin-2-ylethynyl]-2-(2-pyrrolidin-1-yl-ethoxy)-phenylamine in 2 mL DCM and the reaction mixture is stirred overnight at RT and then purified by chromatography on silica gel (gradient: EtOAc to EtOAc/MeOH/NH3 7:3:0.3) without any further working up Reactants: CC1=NCCCC1(C)C (2,3,3-trimethyl-3,4,5,6tetrahydropyridine), S(=O)(=O)(OC)C1=CC=C(C)C=C1 (methyl tosylate). The product is CN1C(C(CCC1)(C)C)=C (1,3,3-trimethyl-2-methylenepiperidine). As a reaction SMILES: [CH3:1][C:2]1[C:7]([CH3:9])([CH3:8])[CH2:6][CH2:5][CH2:4][N:3]=1.S(C1C=CC(C)=CC=1)(O[CH3:14])(=O)=O>>[CH3:14][N:3]1[CH2:4][CH2:5][CH2:6][C:7]([CH3:9])([CH3:8])[C:2]1=[CH2:1]. Reported procedure: A mixture of 5 g of 2,3,3-trimethyl-3,4,5,6tetrahydropyridine and 12 g of methyl tosylate was reacted at 100° C. for 4 hours. The reaction mixture was cooled and extracted with water/chloroform. Then, 2 g of sodium hydroxide was added to the water layer and the mixture was stirred. The liquid was extracted with chloroform. The chloroform layer was concentrated to obtain a yellow liquid. The reactants are [Li] (lithium), C(CCCC)[C@@H]1CC[C@H](CC1)CCI (trans-4-pentylcyclohexylethyliodide), FC(OC1=CC=C(C=C1)Br)(F)F (4-trifluoromethoxybromobenzene), [NH4+].[Cl-] (NH4Cl). The reagents and catalysts are [Zn+2].[Br-].[Br-] (ZnBr2), Cl[Pd]Cl (PdCl2). Run in C1CCOC1.C1(=CC=CC=C1)C (THF toluene). Reaction conditions: time 16 hour. Product: FC(OC1=CC=C(C=C1)CC[C@@H]1CC[C@H](CC1)CCCCC)(F)F (1-(4-trifluoromethoxyphenyl)-2-(trans-4-pentylcyclohexyl)-ethane). RXN SMILES: [Li].[CH2:2]([C@H:7]1[CH2:12][CH2:11][C@H:10]([CH2:13][CH2:14]I)[CH2:9][CH2:8]1)[CH2:3][CH2:4][CH2:5][CH3:6].[F:16][C:17]([F:27])([F:26])[O:18][C:19]1[CH:24]=[CH:23][C:22](Br)=[CH:21][CH:20]=1.[NH4+].[Cl-]>[Zn+2].[Br-].[Br-].Cl[Pd]Cl.C1COCC1.C1(C)C=CC=CC=1>[F:16][C:17]([F:27])([F:26])[O:18][C:19]1[CH:24]=[CH:23][C:22]([CH2:14][CH2:13][C@H:10]2[CH2:11][CH2:12][C@H:7]([CH2:2][CH2:3][CH2:4][CH2:5][CH3:6])[CH2:8][CH2:9]2)=[CH:21][CH:20]=1 |f:3.4,5.6.7,9.10,^1:0|. Reported procedure: 0.7 g of lithium and 5.7 g of ZnBr2 are added at 0° to a mixture of 15.4 g of trans-4-pentylcyclohexylethyliodide and 100 ml of THF/toluene (1:4), and the reaction mixture is treated with ultrasound at 0°-10° for 4 hours. 14.8 g of 4-trifluoromethoxybromobenzene and 0.88 g of PdCl2 (dppf) are subsequently added at 5°. The mixture is allowed to warm to room temperature and is stirred for a further 16 hours. The mixture is then poured into 100 ml of saturated NH4Cl solution, and the organic phase ... The reactants are ICCCC (iodobutane), FC1=C(C=CC=C1)C1(CN(C1)C(=O)OC(C)(C)C)O (3-(2-fluorophenyl)-3-hydroxy-1-(tert-butoxycarbonyl)azetidine), [H-].[Na+] (sodium hydride). Run in CN(C=O)C (dimethylformamide), CN(C=O)C (dimethylformamide). Run at temperature 0 celsius, time 20 minute. Product: C(CCC)OC1(CN(C1)C(=O)OC(C)(C)C)C1=C(C=CC=C1)F (3-butoxy-3-(2-fluorophenyl)-1-(tert-butoxycarbonyl)azetidine). Yield: 80.4%. Reaction SMILES: [F:1][C:2]1[CH:7]=[CH:6][CH:5]=[CH:4][C:3]=1[C:8]1([OH:19])[CH2:11][N:10]([C:12]([O:14][C:15]([CH3:18])([CH3:17])[CH3:16])=[O:13])[CH2:9]1.[H-].[Na+].I[CH2:23][CH2:24][CH2:25][CH3:26]>CN(C)C=O>[CH2:23]([O:19][C:8]1([C:3]2[CH:4]=[CH:5][CH:6]=[CH:7][C:2]=2[F:1])[CH2:9][N:10]([C:12]([O:14][C:15]([CH3:16])([CH3:18])[CH3:17])=[O:13])[CH2:11]1)[CH2:24][CH2:25][CH3:26] |f:1.2|. Procedure: 135 mg (0.4 mmol) of 3-(2-fluorophenyl)-3-hydroxy-1-(tert-butoxycarbonyl)azetidine at 80% in 2 ml of dimethylformamide are added to a suspension of 65 mg (1.6 mmol) of sodium hydride at 60% in 1.5 ml of dimethylformamide, under nitrogen, at 0° C. After stirring for 20 minutes at 0° C., 0.2 ml (1.5 mmol) of iodobutane are added. The reaction medium is stirred at ambient temperature for 1 h 30 and is then hydrolysed with water and with a saturated aqueous solution of ammonium chloride and extracte... Starting materials: FC=1C=CC(=C(C1)C1=C2C(=NC=C1)NC(=C2)C2=CC(N(CC2)C(=O)OC(C)(C)C)(C)C)OC (tert-butyl 4-(4-(5-fluoro-2-methoxyphenyl)-1H-pyrrolo[2,3-b]pyridin-2-yl)-2,2-dimethyl-5,6-dihydropyridine-1(2H)-carboxylate), FC(C(=O)O)(F)F (2,2,2-trifluoroacetic acid), Cl (hydrogen chloride). The solvent is ClCCl (dichloromethane), C(C)OCC (diethyl ether), CO (methanol). Product: hydrochloride salt, CC1(C=C(CCN1)C1=CC=2C(=NC=CC2C2=C(C=CC(=C2)F)OC)N1)C (2-(6,6-dimethyl-1,2,3,6-tetrahydropyridin-4-yl)-4-(5-fluoro-2-methoxyphenyl)-1H-pyrrolo[2,3-b]pyridine). As a reaction SMILES: [F:1][C:2]1[CH:3]=[CH:4][C:5]([O:32][CH3:33])=[C:6]([C:8]2[CH:13]=[CH:12][N:11]=[C:10]3[NH:14][C:15]([C:17]4[CH2:22][CH2:21][N:20](C(OC(C)(C)C)=O)[C:19]([CH3:31])([CH3:30])[CH:18]=4)=[CH:16][C:9]=23)[CH:7]=1.FC(F)(F)C(O)=O.Cl>ClCCl.CO.C(OCC)C>[CH3:30][C:19]1([CH3:31])[NH:20][CH2:21][CH2:22][C:17]([C:15]2[NH:14][C:10]3=[N:11][CH:12]=[CH:13][C:8]([C:6]4[CH:7]=[C:2]([F:1])[CH:3]=[CH:4][C:5]=4[O:32][CH3:33])=[C:9]3[CH:16]=2)=[CH:18]1. Procedure details: A mixture of Example 271C (0.249 g, 0.551 mmol) and 2,2,2-trifluoroacetic acid (1 mL, 12.98 mmol) in dichloromethane (1 mL) was stirred for 24 hours at room temperature and concentrated. The hydrochloride salt was prepared by dissolving the resultant solid in methanol and adding 2M hydrogen chloride in diethyl ether. After concentrating under reduced pressure, the title compound was obtained. MS (ESI) m/e 352.1 (M+1)+.